From a dataset of the Open Reaction Database (ORD), a public repository of structured organic reaction records. describe an organic reaction: reactants, conditions, products, and yield The reactants are CC#N, O=[N+]([O-])c1c(Cl)nc2ccccc2c1NCc1cccnc1. The product is Nc1c(Cl)nc2ccccc2c1NCc1cccnc1. RXN SMILES: [CH3:23][C:24]#[N:25].[Cl:1][c:2]1[n:3][c:4]2[cH:5][cH:6][cH:7][cH:8][c:9]2[c:10]([NH:15][CH2:16][c:17]2[cH:18][n:19][cH:20][cH:21][cH:22]2)[c:11]1[N+:12]([O-:13])=[O:14]>>[Cl:1][c:2]1[n:3][c:4]2[cH:5][cH:6][cH:7][cH:8][c:9]2[c:10]([NH:15][CH2:16][c:17]2[cH:18][n:19][cH:20][cH:21][cH:22]2)[c:11]1[NH2:12]. Starting materials: CC(=O)O, CCOC(C)=O, O=C(c1ccccc1[N+](=O)[O-])c1ncc(Cl)cc1NS(=O)(=O)c1ccc(Cl)c(C(F)(F)F)c1. Yields the product Nc1ccccc1C(=O)c1ncc(Cl)cc1NS(=O)(=O)c1ccc(Cl)c(C(F)(F)F)c1. Reaction SMILES: [CH3:34][C:35](=[O:36])[OH:37].[CH3:38][CH2:39][O:40][C:41]([CH3:42])=[O:43].[Cl:1][c:2]1[c:3]([C:30]([F:31])([F:32])[F:33])[cH:4][c:5]([S:8](=[O:9])(=[O:10])[NH:11][c:12]2[c:13]([C:19]([c:20]3[c:21]([N+:26]([O-:27])=[O:28])[cH:22][cH:23][cH:24][cH:25]3)=[O:29])[n:14][cH:15][c:16]([Cl:18])[cH:17]2)[cH:6][cH:7]1>>[Cl:1][c:2]1[c:3]([C:30]([F:31])([F:32])[F:33])[cH:4][c:5]([S:8](=[O:9])(=[O:10])[NH:11][c:12]2[c:13]([C:19]([c:20]3[c:21]([NH2:26])[cH:22][cH:23][cH:24][cH:25]3)=[O:29])[n:14][cH:15][c:16]([Cl:18])[cH:17]2)[cH:6][cH:7]1. Starting materials: COC(=O)C(NCCc1ccc(OCc2cccc(F)c2)c(OC)c1)c1ccccc1, CNC, C[Al](C)C, CCCCCCC, C1CCOC1. The product is COc1cc(CCNC(C(=O)N(C)C)c2ccccc2)ccc1OCc1cccc(F)c1. RXN SMILES: [CH3:1][O:2][C:3]([CH:4]([c:5]1[cH:6][cH:7][cH:8][cH:9][cH:10]1)[NH:11][CH2:12][CH2:13][c:14]1[cH:15][c:16]([O:29][CH3:30])[c:17]([O:20][CH2:21][c:22]2[cH:23][c:24]([F:28])[cH:25][cH:26][cH:27]2)[cH:18][cH:19]1)=[O:31].[CH3:32][NH:33][CH3:34].[CH3:35][Al:36]([CH3:37])[CH3:38].[CH3:44][CH2:45][CH2:46][CH2:47][CH2:48][CH2:49][CH3:50].[O:39]1[CH2:40][CH2:41][CH2:42][CH2:43]1>>[O:2]=[C:3]([CH:4]([c:5]1[cH:6][cH:7][cH:8][cH:9][cH:10]1)[NH:11][CH2:12][CH2:13][c:14]1[cH:15][c:16]([O:29][CH3:30])[c:17]([O:20][CH2:21][c:22]2[cH:23][c:24]([F:28])[cH:25][cH:26][cH:27]2)[cH:18][cH:19]1)[N:33]([CH3:32])[CH3:34]. The reactants are O=C([O-])[O-], CCCC[N+](CCCC)(CCCC)CCCC, C1CCOC1, COc1ccc(Cn2nc(C#C[Si](C)(C)C)c3c(N4CCN(C(=O)OC(C)(C)C)CC4)c(C4CC4)cnc32)cc1, [F-], [Na+], [Na+]. Product: C#Cc1nn(Cc2ccc(OC)cc2)c2ncc(C3CC3)c(N3CCN(C(=O)OC(C)(C)C)CC3)c12. As a reaction SMILES: [C:59](=[O:60])([O-:61])[O-:62].[CH2:42]([N+:43]([CH2:44][CH2:45][CH2:46][CH3:47])([CH2:48][CH2:49][CH2:50][CH3:51])[CH2:52][CH2:53][CH2:54][CH3:55])[CH2:56][CH2:57][CH3:58].[CH2:65]1[O:66][CH2:67][CH2:68][CH2:69]1.[CH:1]1([c:4]2[c:5]([N:28]3[CH2:29][CH2:30][N:31]([C:34](=[O:35])[O:36][C:37]([CH3:38])([CH3:39])[CH3:40])[CH2:32][CH2:33]3)[c:6]3[c:7]([n:8][cH:9]2)[n:10]([CH2:19][c:20]2[cH:21][cH:22][c:23]([O:26][CH3:27])[cH:24][cH:25]2)[n:11][c:12]3[C:13]#[C:14][Si:15]([CH3:16])([CH3:17])[CH3:18])[CH2:2][CH2:3]1.[F-:41].[Na+:63].[Na+:64]>>[CH:1]1([c:4]2[c:5]([N:28]3[CH2:29][CH2:30][N:31]([C:34](=[O:35])[O:36][C:37]([CH3:38])([CH3:39])[CH3:40])[CH2:32][CH2:33]3)[c:6]3[c:7]([n:8][cH:9]2)[n:10]([CH2:19][c:20]2[cH:21][cH:22][c:23]([O:26][CH3:27])[cH:24][cH:25]2)[n:11][c:12]3[C:13]#[CH:14])[CH2:2][CH2:3]1. The reactants are CC1(NCC2=C(NC1=O)N=CC(=C2)/C=C/C(=O)N(C)CC=2OC1=C(C2CC)C=CC=C1)C ((E)-3-(3,3-dimethyl-2-oxo-2,3,4,5-tetrahydro-1H-pyrido[2,3-e][1,4]diazepin-7-yl)-N-(3-ethyl-benzofuran-2-ylmethyl)-N-methylacrylamide), Cl (HCl), solution. Run in CCOCC (Et2O), C(Cl)Cl (CH2Cl2), CO (CH3OH), CCOCC (Et2O). Reaction conditions: time 1 hour. Product: Cl.CC1(NCC2=C(NC1=O)N=CC(=C2)/C=C/C(=O)N(C)CC=2OC1=C(C2CC)C=CC=C1)C ((E)-3-(3,3-dimethyl-2-oxo-2,3,4,5-tetrahydro-1H-pyrido[2,3-e][1,4]diazepin-7-yl)-N-(3-ethyl-benzofuran-2-ylmethyl)-N-methylacrylamide hydrochloride). The yield is 99.0%. As a reaction SMILES: [CH3:1][C:2]1([CH3:32])[C:8](=[O:9])[NH:7][C:6]2[N:10]=[CH:11][C:12](/[CH:14]=[CH:15]/[C:16]([N:18]([CH2:20][C:21]3[O:22][C:23]4[CH:31]=[CH:30][CH:29]=[CH:28][C:24]=4[C:25]=3[CH2:26][CH3:27])[CH3:19])=[O:17])=[CH:13][C:5]=2[CH2:4][NH:3]1.[ClH:33]>C(Cl)Cl.CO.CCOCC>[ClH:33].[CH3:32][C:2]1([CH3:1])[C:8](=[O:9])[NH:7][C:6]2[N:10]=[CH:11][C:12](/[CH:14]=[CH:15]/[C:16]([N:18]([CH2:20][C:21]3[O:22][C:23]4[CH:31]=[CH:30][CH:29]=[CH:28][C:24]=4[C:25]=3[CH2:26][CH3:27])[CH3:19])=[O:17])=[CH:13][C:5]=2[CH2:4][NH:3]1 |f:5.6|. Reported procedure: A suspension of (E)-3-(3,3-dimethyl-2-oxo-2,3,4,5-tetrahydro-1H-pyrido[2,3-e][1,4]diazepin-7-yl)-N-(3-ethyl-benzofuran-2-ylmethyl)-N-methylacrylamide (59.0 mg, 0.136 mmol) in CH2Cl2 (4 mL) and CH3OH (0.3 mL) was treated with anhydrous HCl (0.068 mL of a 2 M solution in Et2O, 0.136 mmol). After stirring for 1 h, the mixture was diluted with Et2O (5 mL) and stirred for 10 minutes. The solid was isolated by filtration, washed with Et2O, and dried under vacuum at 50° C. overnight to give the title c...